This data is from the Open Reaction Database (ORD), a public repository of structured organic reaction records. The task is: describe an organic reaction: reactants, conditions, products, and yield Reactants: C1CNCCN1, Clc1nc2c(c(N3CCCC3)n1)SCCC2, c1ccccc1. Yields the product C1CSc2c(nc(N3CCNCC3)nc2N2CCCC2)C1. As a reaction SMILES: [CH2:17]1[CH2:18][NH:19][CH2:20][CH2:21][NH:22]1.[Cl:1][c:2]1[n:3][c:4]([N:12]2[CH2:13][CH2:14][CH2:15][CH2:16]2)[c:5]2[c:6]([n:7]1)[CH2:8][CH2:9][CH2:10][S:11]2.[cH:23]1[cH:24][cH:25][cH:26][cH:27][cH:28]1>>[c:2]1([N:19]2[CH2:18][CH2:17][NH:22][CH2:21][CH2:20]2)[n:3][c:4]([N:12]2[CH2:13][CH2:14][CH2:15][CH2:16]2)[c:5]2[c:6]([n:7]1)[CH2:8][CH2:9][CH2:10][S:11]2. The reactants are BrC1=CC=C2C(=NNC2=C1)C(=O)OC(C)(C)C (tert-butyl 6-bromo-1H-indazole-carboxylate), ClC1=NC=CC=C1B1OC(C)(C)C(C)(C)O1 (2-chloro-3-pyridine boronic acid pinacol ester), C(=O)([O-])[O-].[Na+].[Na+] (Na2CO3). The reagents and catalysts are C=1C=CC(=CC1)[P](C=2C=CC=CC2)(C=3C=CC=CC3)[Pd]([P](C=4C=CC=CC4)(C=5C=CC=CC5)C=6C=CC=CC6)([P](C=7C=CC=CC7)(C=8C=CC=CC8)C=9C=CC=CC9)[P](C=1C=CC=CC1)(C=1C=CC=CC1)C=1C=CC=CC1 (Pd(PPh3)4). Solvent: O1CCOCC1 (1,4-dioxane), C(Cl)Cl (CH2Cl2). Yields the product ClC1=NC=CC=C1C=1C=C2C=NNC2=CC1 (5-(2-chloropyridin-3-yl)-1H-indazole). Isolated yield 74.3%. RXN SMILES: Br[C:2]1[CH:10]=[C:9]2[C:5]([C:6](C(OC(C)(C)C)=O)=[N:7][NH:8]2)=[CH:4][CH:3]=1.[Cl:18][C:19]1[C:24](B2OC(C)(C)C(C)(C)O2)=[CH:23][CH:22]=[CH:21][N:20]=1.C([O-])([O-])=O.[Na+].[Na+]>O1CCOCC1.C(Cl)Cl.C1C=CC([P]([Pd]([P](C2C=CC=CC=2)(C2C=CC=CC=2)C2C=CC=CC=2)([P](C2C=CC=CC=2)(C2C=CC=CC=2)C2C=CC=CC=2)[P](C2C=CC=CC=2)(C2C=CC=CC=2)C2C=CC=CC=2)(C2C=CC=CC=2)C2C=CC=CC=2)=CC=1>[Cl:18][C:19]1[C:24]([C:3]2[CH:4]=[C:5]3[C:9](=[CH:10][CH:2]=2)[NH:8][N:7]=[CH:6]3)=[CH:23][CH:22]=[CH:21][N:20]=1 |f:2.3.4,^1:52,54,73,92|. Procedure: Analogous to the reaction conditions and work-up procedures used in the preparation of 5-(2-chloropyridin-3-yl)-1H-indazole, 5-(2-chloropyridin-3-yl)-1H-indazole was obtained by heating the mixture of tert-butyl 6-bromo-1H-indazole-carboxylate (7.3 g, 24.6 mmol), 2-chloro-3-pyridine boronic acid pinacol ester (7.0 g, 29.5 mmol), Pd(PPh3)4 (2 g, 1.7 mmol) and aq.Na2CO3 (44 mL, 88 mmol) in 1,4-dioxane (200 mL) under argon atmosphere. The crude concentrate that was obtained after the extractive wor... Reactants: CCON=C1CC2CCC(C1)[NH2+]2, [Cl-], CC(CI)CN1C(=O)COc2ccccc21, [K+], [K+], O=C([O-])[O-], CN(C)C=O, O. The product is CCON=C1CC2CCC(C1)N2CC(C)CN1C(=O)COc2ccccc21. Reaction SMILES: [CH2:18]([CH3:19])[O:20][N:21]=[C:22]1[CH2:23][CH:24]2[CH2:25][CH2:26][CH:27]([CH2:28]1)[NH2+:29]2.[Cl-:17].[I:1][CH2:2][CH:3]([CH2:4][N:5]1[C:6](=[O:15])[CH2:7][O:8][c:9]2[c:10]1[cH:11][cH:12][cH:13][cH:14]2)[CH3:16].[K+:30].[K+:31].[O-:32][C:33]([O-:34])=[O:35].[O:37]=[CH:38][N:39]([CH3:40])[CH3:41].[OH2:36]>>[CH2:2]([CH:3]([CH2:4][N:5]1[C:6](=[O:15])[CH2:7][O:8][c:9]2[c:10]1[cH:11][cH:12][cH:13][cH:14]2)[CH3:16])[N:29]1[CH:24]2[CH2:23][C:22](=[N:21][O:20][CH2:18][CH3:19])[CH2:28][CH:27]1[CH2:26][CH2:25]2. Reactants: ClC1=C(C=CC=C1)S(=O)(=O)[C@@H]1C[C@H](NC1)C(=O)NC1(CC1)C#N ((2S,4R)-4-(2-chlorophenylsulfonyl)-N-(1-cyanocyclopropyl)pyrrolidine-2-carboxamide), Cl.N1(CCCC1)C1(CC1)C(=O)O (1-(pyrrolidin-1-yl)cyclopropanecarboxylic acid hydrochloride). Yields the product ClC1=C(C=CC=C1)S(=O)(=O)[C@@H]1C[C@H](N(C1)C(=O)C1(CC1)N1CCCC1)C(=O)NC1(CC1)C#N ((2S,4R)-4-(2-chlorophenylsulfonyl)-N-(1-cyanocyclopropyl)-1-(1-(pyrrolidin-1-yl)cyclopropanecarbonyl)pyrrolidine-2-carboxamide). As a reaction SMILES: [Cl:1][C:2]1[CH:7]=[CH:6][CH:5]=[CH:4][C:3]=1[S:8]([C@H:11]1[CH2:15][NH:14][C@H:13]([C:16]([NH:18][C:19]2([C:22]#[N:23])[CH2:21][CH2:20]2)=[O:17])[CH2:12]1)(=[O:10])=[O:9].Cl.[N:25]1([C:30]2([C:33](O)=[O:34])[CH2:32][CH2:31]2)[CH2:29][CH2:28][CH2:27][CH2:26]1>>[Cl:1][C:2]1[CH:7]=[CH:6][CH:5]=[CH:4][C:3]=1[S:8]([C@H:11]1[CH2:15][N:14]([C:33]([C:30]2([N:25]3[CH2:29][CH2:28][CH2:27][CH2:26]3)[CH2:32][CH2:31]2)=[O:34])[C@H:13]([C:16]([NH:18][C:19]2([C:22]#[N:23])[CH2:21][CH2:20]2)=[O:17])[CH2:12]1)(=[O:10])=[O:9] |f:1.2|. Isolated yield 41.0%. Reported procedure: The reaction of (2S,4R)-4-(2-chlorophenylsulfonyl)-N-(1-cyanocyclopropyl)pyrrolidine-2-carboxamide 7H with 1-(pyrrolidin-1-yl)cyclopropanecarboxylic acid hydrochloride 16D carried out according to the general procedure L yielded (2S,4R)-4-(2-chlorophenylsulfonyl)-N-(1-cyanocyclopropyl)-1-(1-(pyrrolidin-1-yl)cyclopropanecarbonyl)pyrrolidine-2-carboxamide as a yellow solid (41%). MS ISP (m/e): 491.2 (100) [(M+H)]+. The reactants are Cc1ccccc1, O=C(O)C1(CCCCl)CC2COC(c3ccccc3)N2C1=O. Yields the product O=C1C(CCCCl)CC2COC(c3ccccc3)N12. Reaction SMILES: [CH3:23][c:24]1[cH:25][cH:26][cH:27][cH:28][cH:29]1.[Cl:1][CH2:2][CH2:3][CH2:4][C:5]1([C:20]([OH:21])=[O:22])[CH2:6][CH:7]2[N:8]([CH:9]([c:12]3[cH:13][cH:14][cH:15][cH:16][cH:17]3)[O:10][CH2:11]2)[C:18]1=[O:19]>>[Cl:1][CH2:2][CH2:3][CH2:4][CH:5]1[CH2:6][CH:7]2[N:8]([CH:9]([c:12]3[cH:13][cH:14][cH:15][cH:16][cH:17]3)[O:10][CH2:11]2)[C:18]1=[O:19].